Task: describe an organic reaction: reactants, conditions, products, and yield. Dataset: the Open Reaction Database (ORD), a public repository of structured organic reaction records Starting materials: C(C)(=O)O.C(C)(=O)N1CC2=C(C=3C=C(C=CC13)N)N(N=C2C(=O)N)C2=CC1=C(OCO1)C=C2 (5-acetyl-8-amino-1-(1,3-benzodioxol-5-yl)-4,5-dihydro-1H-pyrazolo[4,3-c]quinoline-3-carboxamide acetate), ClC1=C(CCl)C=CC=C1 (2-chlorobenzyl chloride). Solvent: N1=CC=CC=C1 (pyridine). Conditions: time 4 hour. The product is C(C)(=O)N1CC2=C(C=3C=C(C=CC13)NC(C1=C(C=CC=C1)Cl)=O)N(N=C2C(=O)N)C2=CC1=C(OCO1)C=C2 (5-acetyl-1-(1,3-benzodioxol-5-yl)-8-[(2-chlorobenzoyl)amino]-4,5-dihydro-1H-pyrazolo[4,3-c]quinoline-3-carboxamide). Isolated yield 25.0%. RXN SMILES: [C:1]([OH:4])(=O)[CH3:2].[C:5]([N:8]1[C:17]2[CH:16]=[CH:15][C:14]([NH2:18])=[CH:13][C:12]=2[C:11]2[N:19]([C:25]3[CH:33]=[CH:32][C:28]4[O:29][CH2:30][O:31][C:27]=4[CH:26]=3)[N:20]=[C:21]([C:22]([NH2:24])=[O:23])[C:10]=2[CH2:9]1)(=[O:7])[CH3:6].[Cl:34][C:35]1C=[CH:41][CH:40]=[CH:39][C:36]=1CCl>N1C=CC=CC=1>[C:5]([N:8]1[C:17]2[CH:16]=[CH:15][C:14]([NH:18][C:1](=[O:4])[C:2]3[CH:41]=[CH:40][CH:39]=[CH:36][C:35]=3[Cl:34])=[CH:13][C:12]=2[C:11]2[N:19]([C:25]3[CH:33]=[CH:32][C:28]4[O:29][CH2:30][O:31][C:27]=4[CH:26]=3)[N:20]=[C:21]([C:22]([NH2:24])=[O:23])[C:10]=2[CH2:9]1)(=[O:7])[CH3:6] |f:0.1|. Procedure details: The title material from Example 17 (280 mg, 0.00072 mol) and 2-chlorobenzyl chloride (126 mg, 0.00072 mol, d=1.382 g/mol, 91 μL) were dissolved in pyridine (2 mL) and stirred for 4 hours. The pyridine was removed in vacuo and the resulting material was purified via HPLC to give the title compound. 95 mg (MW=529.93, 25% yield). LC/MS m/z=530.96 (m+1).